Dataset: the Open Reaction Database (ORD), a public repository of structured organic reaction records. Task: describe an organic reaction: reactants, conditions, products, and yield Starting materials: C=C1CCCC1, CCn1ncc2c(NC3CCCCC3)c(C=NO)cnc21, [O-]Cl, [Na+], C1CCOC1. The product is CCn1ncc2c(NC3CCCCC3)c(C3=NOC4(CCCC4)C3)cnc21. As a reaction SMILES: [CH2:1]=[C:2]1[CH2:3][CH2:4][CH2:5][CH2:6]1.[CH:7]1([NH:13][c:14]2[c:15]3[c:16]([n:17][cH:18][c:19]2[CH:20]=[N:21][OH:22])[n:23]([CH2:26][CH3:27])[n:24][cH:25]3)[CH2:8][CH2:9][CH2:10][CH2:11][CH2:12]1.[Cl:28][O-:29].[Na+:30].[O:31]1[CH2:32][CH2:33][CH2:34][CH2:35]1>>[CH2:1]1[C:2]2([CH2:3][CH2:4][CH2:5][CH2:6]2)[O:22][N:21]=[C:20]1[c:19]1[c:14]([NH:13][CH:7]2[CH2:8][CH2:9][CH2:10][CH2:11][CH2:12]2)[c:15]2[c:16]([n:17][cH:18]1)[n:23]([CH2:26][CH3:27])[n:24][cH:25]2. Starting materials: C(C)(C)(C)OC(=O)N1CCC(CC1)(C1=CC(=NN1)CC1=CC=CC=C1)CCO (1-(tert-Butoxycarbonyl)-4-(2-hydroxyeth-1-yl)-4-(3-benzyl-(1H)-pyrazol-5-yl)piperidine), C1(=CC=CC=C1)P(C1=CC=CC=C1)C1=CC=CC=C1 (triphenylphosphine), CCOC(=O)/N=N/C(=O)OCC (DEAD). The solvent is C1CCOC1 (THF). Conditions: time 20 minute. Product: C(C)(C)(C)OC(=O)N1CCC2(CCN3N=C(C=C32)CC3=CC=CC=C3)CC1 (1-(tert-Butoxycarbonyl)-2′-benzyl-5′,6′-dihydrospiro[piperidine-4,4′-[4H]pyrrolo[1,2-b]pyrazole]). The yield is 85.0%. Reaction SMILES: [C:1]([O:5][C:6]([N:8]1[CH2:13][CH2:12][C:11]([CH2:26][CH2:27]O)([C:14]2[NH:18][N:17]=[C:16]([CH2:19][C:20]3[CH:25]=[CH:24][CH:23]=[CH:22][CH:21]=3)[CH:15]=2)[CH2:10][CH2:9]1)=[O:7])([CH3:4])([CH3:3])[CH3:2].C1(P(C2C=CC=CC=2)C2C=CC=CC=2)C=CC=CC=1.CCOC(/N=N/C(OCC)=O)=O>C1COCC1>[C:1]([O:5][C:6]([N:8]1[CH2:9][CH2:10][C:11]2([C:14]3[N:18]([N:17]=[C:16]([CH2:19][C:20]4[CH:21]=[CH:22][CH:23]=[CH:24][CH:25]=4)[CH:15]=3)[CH2:27][CH2:26]2)[CH2:12][CH2:13]1)=[O:7])([CH3:4])([CH3:2])[CH3:3]. Procedure details: To a solution of 1-(tert-butoxycarbonyl)-4-(2-hydroxyeth-1-yl)-4-(3-benzyl-(1H)-pyrazol-5-yl)piperidine (125 mg, 0.32 mmol) from Step I in THF (4 mL) at 0° C. was added triphenylphosphine (85 mg, 0.32 mmol) and DEAD (0.051 mL, 0.32 mmol). The reaction was stirred for 20 min and was then allowed to warm to room temperature for 2 h. The mixture was concentrated and purified by flash chromatography eluting with 80% ethyl acetate in hexanes, then 5% methanol in methylene chloride to afford the title... Reactants: COC(=O)C1(CCN(CC1)OC)NC(CC1=C(C=C(C(=C1)Br)F)C)=O (4-[2-(5-bromo-4-fluoro-2-methyl-phenyl)-acetylamino]-1-methoxy-piperidine-4-carboxylic acid methyl ester), CC(C)([O-])C.[K+] (potassium tert-butoxide). Run in CN(C=O)C (dimethylformamide). Reaction conditions: time 10 minute. Product: BrC=1C(=CC(=C(C1)C=1C(NC2(C1O)CCN(CC2)OC)=O)C)F (3-(5-Bromo-4-fluoro-2-methyl-phenyl)-4-hydroxy-8-methoxy-1,8-diaza-spiro[4.5]dec-3-en-2-one). As a reaction SMILES: CO[C:3]([C:5]1([NH:13][C:14](=[O:25])[CH2:15][C:16]2[CH:21]=[C:20]([Br:22])[C:19]([F:23])=[CH:18][C:17]=2[CH3:24])[CH2:10][CH2:9][N:8]([O:11][CH3:12])[CH2:7][CH2:6]1)=[O:4].CC(C)([O-])C.[K+]>CN(C)C=O>[Br:22][C:20]1[C:19]([F:23])=[CH:18][C:17]([CH3:24])=[C:16]([C:15]2[C:14](=[O:25])[NH:13][C:5]3([CH2:10][CH2:9][N:8]([O:11][CH3:12])[CH2:7][CH2:6]3)[C:3]=2[OH:4])[CH:21]=1 |f:1.2|. Reported procedure: To a solution of 4-[2-(5-bromo-4-fluoro-2-methyl-phenyl)-acetylamino]-1-methoxy-piperidine-4-carboxylic acid methyl ester (6.0 g) in dimethylformamide (20 ml) at 100° C. is added potassium tert-butoxide (3.23 g) and stirring continued at 100° C. for 10 minutes. The reaction mixture is quenched at room temperature by addition of acetic acid (1.64 ml), diluted with water (20 ml) and extracted with tert-butyl methyl ether (3×). The combined organic layers are washed with brine, dried over sodium su... Product: N1N=C(C2=CC=CC=C12)/C=C/C1=C(C=CC=C1)NC(C1=CC=C(C=C1)CN1CCOCC1)=O ((E)-N-{2-[2-(1H-indazol-3-yl)vinyl]phenyl}-4-(morpholin-4-ylmethyl)benzamide). RXN SMILES: [CH:1]([C:3]1[CH:28]=[CH:27][C:6]([C:7]([NH:9][C:10]2[CH:15]=[CH:14][CH:13]=[CH:12][C:11]=2/[CH:16]=[CH:17]/[C:18]2[C:26]3[C:21](=[CH:22][CH:23]=[CH:24][CH:25]=3)[NH:20][N:19]=2)=[O:8])=[CH:5][CH:4]=1)=O.C(O)(=O)C.[NH:33]1[CH2:38][CH2:37][O:36][CH2:35][CH2:34]1.C(O[BH-](OC(=O)C)OC(=O)C)(=O)C.[Na+]>ClC(Cl)C.O>[NH:20]1[C:21]2[C:26](=[CH:25][CH:24]=[CH:23][CH:22]=2)[C:18](/[CH:17]=[CH:16]/[C:11]2[CH:12]=[CH:13][CH:14]=[CH:15][C:10]=2[NH:9][C:7](=[O:8])[C:6]2[CH:27]=[CH:28][C:3]([CH2:1][N:33]3[CH2:38][CH2:37][O:36][CH2:35][CH2:34]3)=[CH:4][CH:5]=2)=[N:19]1 |f:3.4|. Run in ClC(C)Cl (dichloroethane), O (water). Reported procedure: (E)-4-Formyl-N-{2-[2-(1H-indazol-3-yl)vinyl]phenyl}benzamide (60 mg, 0.16 mmol) was dissolved in dichloroethane (1.5 mL) and acetic acid (10 μL) and morpholine (22 μL) and sodium triacetoxyborohydride (104 mg, 0.49 mmol) were added thereto. The mixture was stirred at room temperature for 20 hours, added with water and extracted with ethyl acetate. The organic layer was sequentially washed with water and saturated brine, dried over anhydrous magnesium sulfate and the solvent was evaporated under ... Yield: 30.0%. Conditions: time 20 hour. Starting materials: C(C)(=O)O (acetic acid), N1CCOCC1 (morpholine), C(C)(=O)O[BH-](OC(C)=O)OC(C)=O.[Na+] (sodium triacetoxyborohydride), C(=O)C1=CC=C(C(=O)NC2=C(C=CC=C2)\C=C\C2=NNC3=CC=CC=C23)C=C1 ((E)-4-Formyl-N-{2-[2-(1H-indazol-3-yl)vinyl]phenyl}benzamide).